Dataset: the Open Reaction Database (ORD), a public repository of structured organic reaction records. Task: describe an organic reaction: reactants, conditions, products, and yield Reactants: FC1=CC=C(C=C1)C=1CCNCC1 (4-(p-fluorophenyl)-1,2,3,6-tetrahydropyridine), C(CO)Cl (ethylene chlorohydrin), C([O-])([O-])=O.[Na+].[Na+] (sodium carbonate), [I-].[Na+] (sodium iodide). The solvent is C(C)O (ethanol). Yields the product OCCN1CCC(=CC1)C1=CC=C(C=C1)F (1-(2-hydroxyethyl)-4-(p-fluorophenyl)-1,2,3,6-tetrahydropyridine). As a reaction SMILES: [F:1][C:2]1[CH:7]=[CH:6][C:5]([C:8]2[CH2:9][CH2:10][NH:11][CH2:12][CH:13]=2)=[CH:4][CH:3]=1.[CH2:14](Cl)[CH2:15][OH:16].C(=O)([O-])[O-].[Na+].[Na+].[I-].[Na+]>C(O)C>[OH:16][CH2:15][CH2:14][N:11]1[CH2:10][CH:9]=[C:8]([C:5]2[CH:6]=[CH:7][C:2]([F:1])=[CH:3][CH:4]=2)[CH2:13][CH2:12]1 |f:2.3.4,5.6|. Procedure: 1.77 g of 4-(p-fluorophenyl)-1,2,3,6-tetrahydropyridine, 0.8 g. of ethylene chlorohydrin, 1.2 g. of sodium carbonate and a few crystals of sodium iodide are heated under reflux conditions in 10 ml. of ethanol for 24 hours and filtered hot and the filtrate is evaporated to dryness. The residual oil is purified by column chromatography on silica gel with acetic acid ethyl ester-ethanol (1:1) as eluting agent. The 1-(2-hydroxyethyl)-4-(p-fluorophenyl)-1,2,3,6-tetrahydropyridine obtained from the el... Starting materials: CC(CC(C)=O)=O (2,4-pentanedione), C1(=CC=C(C=C1)S(=O)(=O)N=C=O)C (p-toluenesulfonylisocyanate). Solvent: C1=CC=CC=C1 (benzene). Product: C1(=CC=C(C=C1)S(=O)(=O)NC(=O)C(C(C)=O)C(C)=O)C (3-(N-p-TOLUENESULFONYLCARBAMOYL)-2,4-PENTANEDIONE). Reaction SMILES: [CH3:1][C:2](=[O:7])[CH2:3][C:4](=[O:6])[CH3:5].[C:8]1([CH3:20])[CH:13]=[CH:12][C:11]([S:14]([N:17]=[C:18]=[O:19])(=[O:16])=[O:15])=[CH:10][CH:9]=1>C1C=CC=CC=1>[C:8]1([CH3:20])[CH:9]=[CH:10][C:11]([S:14]([NH:17][C:18]([CH:3]([C:2](=[O:7])[CH3:1])[C:4](=[O:6])[CH3:5])=[O:19])(=[O:15])=[O:16])=[CH:12][CH:13]=1. Procedure: Reaction of equimolar amounts of 2,4-pentanedione with p-toluenesulfonylisocyanate in benzene according to the procedure of Example 1 affords 3-(N-p-TOLUENESULFONYLCARBAMOYL)-2,4-PENTANEDIONE, m.p. 137°-139.5° C. (corr.). Starting materials: CCOC(=O)C(CCCNC(=O)OC(C)(C)C)NC(=O)OCC1c2ccccc2-c2ccccc21, CCNCC, CN(C)C=O. The product is CCOC(=O)C(N)CCCNC(=O)OC(C)(C)C. As a reaction SMILES: [CH2:1]([CH3:2])[O:3][C:4]([CH:5]([CH2:6][CH2:7][CH2:8][NH:9][C:10](=[O:11])[O:12][C:13]([CH3:14])([CH3:15])[CH3:16])[NH:17][C:18]([O:19][CH2:20][CH:21]1[c:22]2[cH:23][cH:24][cH:25][cH:26][c:27]2-[c:28]2[c:29]1[cH:30][cH:31][cH:32][cH:33]2)=[O:34])=[O:35].[CH2:36]([NH:37][CH2:38][CH3:39])[CH3:40].[O:41]=[CH:42][N:43]([CH3:44])[CH3:45]>>[CH2:1]([CH3:2])[O:3][C:4]([CH:5]([CH2:6][CH2:7][CH2:8][NH:9][C:10](=[O:11])[O:12][C:13]([CH3:14])([CH3:15])[CH3:16])[NH2:17])=[O:35].